This data is from the Open Reaction Database (ORD), a public repository of structured organic reaction records. The task is: describe an organic reaction: reactants, conditions, products, and yield Starting materials: FC=1C=C(OC[C@H](C)NC(OC(C)(C)C)=O)C=CC1[N+](=O)[O-] (tert-butyl [(1S)-2-(3-fluoro-4-nitrophenoxy)-1-methylethyl]carbamate). The reagents and catalysts are [Pd] (palladium/carbon). Run in C(C)O (ethanol). Run at time 1 hour. Product: NC1=C(C=C(OC[C@H](C)NC(OC(C)(C)C)=O)C=C1)F (tert-butyl [(1S)-2-(4-amino-3-fluorophenoxy)-1-methylethyl]carbamate). Yield: 93.6%. As a reaction SMILES: [F:1][C:2]1[CH:3]=[C:4]([CH:17]=[CH:18][C:19]=1[N+:20]([O-])=O)[O:5][CH2:6][C@@H:7]([NH:9][C:10](=[O:16])[O:11][C:12]([CH3:15])([CH3:14])[CH3:13])[CH3:8]>[Pd].C(O)C>[NH2:20][C:19]1[CH:18]=[CH:17][C:4]([O:5][CH2:6][C@@H:7]([NH:9][C:10](=[O:16])[O:11][C:12]([CH3:15])([CH3:13])[CH3:14])[CH3:8])=[CH:3][C:2]=1[F:1]. Reported procedure: Under a hydrogen atmosphere, a mixture of tert-butyl [(1S)-2-(3-fluoro-4-nitrophenoxy)-1-methylethyl]carbamate (10.2 g), 10% palladium/carbon (containing water (50%), 500 mg) and ethanol (150 mL) was stirred at room temperature for 1 hr. The catalyst was removed by filtration, and the obtained filtrate was concentrated under reduced pressure to give the title compound as a brown solid (8.64 g).